This data is from the Open Reaction Database (ORD), a public repository of structured organic reaction records. The task is: describe an organic reaction: reactants, conditions, products, and yield The reactants are COC1=C(C(=CC(=C1)OC)OC)B(O)O (2,4,6-trimethoxyphenylboronic acid), BrC1=CC(=NC(=C1)C(=O)OCC)C(=O)OCC (diethyl 4-bromopyridine-2,6-dicarboxylate), C([O-])([O-])=O.[Cs+].[Cs+] (Caesium carbonate). The reagents and catalysts are [Pd].C1(=CC=CC=C1)P(C1=CC=CC=C1)C1=CC=CC=C1.C1(=CC=CC=C1)P(C1=CC=CC=C1)C1=CC=CC=C1.C1(=CC=CC=C1)P(C1=CC=CC=C1)C1=CC=CC=C1.C1(=CC=CC=C1)P(C1=CC=CC=C1)C1=CC=CC=C1 (tetrakis(triphenylphosphine)-palladium(0)). The solvent is CN(C)C=O (DMF). Reaction conditions: temperature 95 celsius. The product is COC1=C(C(=CC(=C1)OC)OC)C1=CC(=NC(=C1)C(=O)OCC)C(=O)OCC (diethyl 4-(2,4,6-trimethoxyphenyl)pyridine-2,6-dicarboxylate). Reaction SMILES: [CH3:1][O:2][C:3]1[CH:8]=[C:7]([O:9][CH3:10])[CH:6]=[C:5]([O:11][CH3:12])[C:4]=1B(O)O.Br[C:17]1[CH:22]=[C:21]([C:23]([O:25][CH2:26][CH3:27])=[O:24])[N:20]=[C:19]([C:28]([O:30][CH2:31][CH3:32])=[O:29])[CH:18]=1.C(=O)([O-])[O-].[Cs+].[Cs+]>CN(C=O)C.[Pd].C1(P(C2C=CC=CC=2)C2C=CC=CC=2)C=CC=CC=1.C1(P(C2C=CC=CC=2)C2C=CC=CC=2)C=CC=CC=1.C1(P(C2C=CC=CC=2)C2C=CC=CC=2)C=CC=CC=1.C1(P(C2C=CC=CC=2)C2C=CC=CC=2)C=CC=CC=1>[CH3:1][O:2][C:3]1[CH:8]=[C:7]([O:9][CH3:10])[CH:6]=[C:5]([O:11][CH3:12])[C:4]=1[C:17]1[CH:18]=[C:19]([C:28]([O:30][CH2:31][CH3:32])=[O:29])[N:20]=[C:21]([C:23]([O:25][CH2:26][CH3:27])=[O:24])[CH:22]=1 |f:2.3.4,6.7.8.9.10|. Procedure: 2,4,6-trimethoxyphenylboronic acid (2.12 g, 10.0 mmol) and diethyl 4-bromopyridine-2,6-dicarboxylate (3.33 g, 11.0 mmol) were dissolved in dry DMF (50 mL). Caesium carbonate (4.56 g, 14.0 mmol) and tetrakis(triphenylphosphine)-palladium(0) (0.23 g, 0.20 mmol) were added, and the mixture was deaerated with argon. The mixture was heated at 95° C. for 48 h. The mixture was allowed to cool to room temperature and filtered. The filtrate was concentrated in vacuo, the residue was dissolved in chlorofo... Reactants: C(C1=CC=CC=C1)(=O)NN (benzohydrazide), C1(=CC=CC=C1)CC(=O)NN (2-phenylacetohydrazide), C(C1=CC=CC=C1)(=O)NC=1C=C(C(=O)O)C=CN1 (2-benzamidoisonicotinic acid). Product: C1(=CC=CC=C1)CC(=O)NNC(=O)C1=CC(=NC=C1)NC(C1=CC=CC=C1)=O (N-(4-(2-(2-phenylacetyl)hydrazinecarbonyl)pyridin-2-yl)benzamide). Isolated yield 65.0%. Reaction SMILES: C(NN)(=O)C1C=CC=CC=1.[C:11]1([CH2:17][C:18]([NH:20][NH2:21])=[O:19])[CH:16]=[CH:15][CH:14]=[CH:13][CH:12]=1.[C:22]([NH:30][C:31]1[CH:32]=[C:33]([CH:37]=[CH:38][N:39]=1)[C:34](O)=[O:35])(=[O:29])[C:23]1[CH:28]=[CH:27][CH:26]=[CH:25][CH:24]=1>>[C:11]1([CH2:17][C:18]([NH:20][NH:21][C:34]([C:33]2[CH:37]=[CH:38][N:39]=[C:31]([NH:30][C:22](=[O:29])[C:23]3[CH:24]=[CH:25][CH:26]=[CH:27][CH:28]=3)[CH:32]=2)=[O:35])=[O:19])[CH:16]=[CH:15][CH:14]=[CH:13][CH:12]=1. Procedure: Following the procedure as described in Preparation 13, making variations as required to replace benzohydrazide with 2-phenylacetohydrazide to react with 2-benzamidoisonicotinic acid, N-(4-(2-(2-phenylacetyl)hydrazinecarbonyl)pyridin-2-yl)benzamide was obtained in 65% yield: MS (ES+) m/z 374.9 (M+1). The reactants are [Ag+], CC(=O)[O-], CC(=O)O, COc1cc2c(c(Cl)c1Cl)C(=O)C(CCCl)C2, O. Product: COc1cc2c(c(Cl)c1Cl)C(=O)C(CCOC(C)=O)C2. As a reaction SMILES: [Ag+:26].[C:22]([O-:23])(=[O:24])[CH3:25].[CH3:18][C:19]([OH:20])=[O:21].[Cl:1][CH2:2][CH2:3][CH:4]1[C:5](=[O:17])[c:6]2[c:7]([Cl:16])[c:8]([Cl:15])[c:9]([O:13][CH3:14])[cH:10][c:11]2[CH2:12]1.[OH2:27]>>[CH2:2]([CH2:3][CH:4]1[C:5](=[O:17])[c:6]2[c:7]([Cl:16])[c:8]([Cl:15])[c:9]([O:13][CH3:14])[cH:10][c:11]2[CH2:12]1)[O:21][C:19]([CH3:18])=[O:20]. Procedure: A mixture of 4.89 gm. of 3-[(2-benzyl-5-methyl-4-imidazolyl)methylene]carbazic acid ethyl ester and 50 ml. of diphenyl ether is reacted as described in Example 70 giving the desired product, m.p. 244°-247° C. Starting materials: C(C)OC(NN=CC=1N=C(NC1C)CC1=CC=CC=C1)=O (3-[(2-benzyl-5-methyl-4-imidazolyl)methylene]carbazic acid ethyl ester), C1(=CC=CC=C1)OC1=CC=CC=C1 (diphenyl ether). Reaction SMILES: C([O:3][C:4](=O)[NH:5][N:6]=[CH:7][C:8]1[N:9]=[C:10]([CH2:14][C:15]2[CH:20]=[CH:19][CH:18]=[CH:17][CH:16]=2)[NH:11][C:12]=1[CH3:13])C.C1(OC2C=CC=CC=2)C=CC=CC=1>>[CH2:14]([C:10]1[N:9]2[C:4](=[O:3])[NH:5][N:6]=[CH:7][C:8]2=[C:12]([CH3:13])[N:11]=1)[C:15]1[CH:20]=[CH:19][CH:18]=[CH:17][CH:16]=1. Product: C(C1=CC=CC=C1)C1=NC(=C2N1C(NN=C2)=O)C (6-Benzyl-8-methyl-imidazo[1,5-d]-as-triazin-4(3H)-one). Reactants: C(C)(C)(C)OC(N(CCC1=CC(=CC=C1)C#C)CC1=CC=C(C=C1)C(C)(C)C)=O ((4-tert-butyl-benzyl)-[2-(3-ethynyl-phenyl)-ethyl]-carbamic acid tert-butyl ester). The reagents and catalysts are [Pd] (palladium on charcoal). Run in CO (methanol). The product is C(C)(C)(C)OC(N(CCC1=CC(=CC=C1)CC)CC1=CC=C(C=C1)C(C)(C)C)=O ((4-tert-butyl-benzyl)-[2-(3-ethyl-phenyl)-ethyl]-carbamic acid tert-butyl ester). Isolated yield 48.4%. As a reaction SMILES: [C:1]([O:5][C:6](=[O:29])[N:7]([CH2:18][C:19]1[CH:24]=[CH:23][C:22]([C:25]([CH3:28])([CH3:27])[CH3:26])=[CH:21][CH:20]=1)[CH2:8][CH2:9][C:10]1[CH:15]=[CH:14][CH:13]=[C:12]([C:16]#[CH:17])[CH:11]=1)([CH3:4])([CH3:3])[CH3:2]>CO.[Pd]>[C:1]([O:5][C:6](=[O:29])[N:7]([CH2:18][C:19]1[CH:24]=[CH:23][C:22]([C:25]([CH3:28])([CH3:27])[CH3:26])=[CH:21][CH:20]=1)[CH2:8][CH2:9][C:10]1[CH:15]=[CH:14][CH:13]=[C:12]([CH2:16][CH3:17])[CH:11]=1)([CH3:4])([CH3:2])[CH3:3]. Procedure: A solution of (4-tert-butyl-benzyl)-[2-(3-ethynyl-phenyl)-ethyl]-carbamic acid tert-butyl ester (149 mg, 0.381 mmol) in methanol (12 ml) was stirred at RT under an atmosphere of hydrogen in the presence of a catalytic amount of palladium on charcoal (5%) for 2 days. The reaction mixture was then filtered and evaporated and the remaining residue was purified by chromatography (heptane/EtOAc 100:0 to 95:5) to obtain the title compound as a colorless oil (73 mg, 48%). MS (ISP) 396.4 (M+H)+. The reactants are C(C)OC(C1=CC=C(C=C1)N)=O (4-amino-benzoic acid ethyl ester), COC(C1=CC(=CC=C1)C=O)=O (3-formyl-benzoic acid methyl ester), C=C(C)C (isobutene), FC(S(=O)(=O)[O-])(F)F.[Yb+3].FC(S(=O)(=O)[O-])(F)F.FC(S(=O)(=O)[O-])(F)F (ytterbium(III) trifluoromethanesulfonate). The solvent is C(C)#N (acetonitrile), C(C)(=O)OCC (ethyl acetate). Run at temperature 85 celsius, time 18 hour. The product is C(C)OC(=O)C=1C=C2C(CC(NC2=CC1)C1=CC(=CC=C1)C(=O)OC)(C)C (2-(3-methoxycarbonyl-phenyl)-4,4-dimethyl-1,2,3,4-tetrahydro-quinoline-6-carboxylic acid ethyl ester). Isolated yield 35.1%. RXN SMILES: [CH2:1]([O:3][C:4](=[O:12])[C:5]1[CH:10]=[CH:9][C:8]([NH2:11])=[CH:7][CH:6]=1)[CH3:2].[CH3:13][O:14][C:15](=[O:24])[C:16]1[CH:21]=[CH:20][CH:19]=[C:18]([CH:22]=O)[CH:17]=1.[CH2:25]=[C:26]([CH3:28])[CH3:27].FC(F)(F)S([O-])(=O)=O.[Yb+3].FC(F)(F)S([O-])(=O)=O.FC(F)(F)S([O-])(=O)=O>C(#N)C.C(OCC)(=O)C>[CH2:1]([O:3][C:4]([C:5]1[CH:10]=[C:9]2[C:8](=[CH:7][CH:6]=1)[NH:11][CH:22]([C:18]1[CH:19]=[CH:20][CH:21]=[C:16]([C:15]([O:14][CH3:13])=[O:24])[CH:17]=1)[CH2:25][C:26]2([CH3:28])[CH3:27])=[O:12])[CH3:2] |f:3.4.5.6|. Reported procedure: To a stirred solution of 4-amino-benzoic acid ethyl ester (12.9 g, 78.4 mmol) and 3-formyl-benzoic acid methyl ester (12.9 g, 78.4 mmol) in acetonitrile (150 mL) were added isobutene (21.0 mL, 313.5 mmol) and ytterbium(III) trifluoromethanesulfonate (Yb(OTf)3) (5.8 g, 9.5 mmol). The resulting mixture was stirred at 85° C. for 18 h in sealed tube. The mixture was diluted with ethyl acetate (300 mL) and washed with water (100 mL×2) and brine (100 mL×2) and then dried over anhydrous sodium sulfate.... Reactants: CN(C(CN(CCC1=CC=NC=C1)C)=O)C (N,N-dimethyl-2-[methyl-(2-pyridine-4-yl-ethyl)-amino]-acetamide). The reagents and catalysts are O=[Pt]=O (PtO2). Run in C(C)(=O)O (acetic acid), CCOCC (ether). Product: CN(C(CN(CCC1CCNCC1)C)=O)C (N,N-dimethyl-2-[methyl-(2-piperidin-4-yl-ethyl)-amino]-acetamide). As a reaction SMILES: [CH3:1][N:2]([CH3:16])[C:3](=[O:15])[CH2:4][N:5]([CH3:14])[CH2:6][CH2:7][C:8]1[CH:13]=[CH:12][N:11]=[CH:10][CH:9]=1>C(O)(=O)C.CCOCC.O=[Pt]=O>[CH3:16][N:2]([CH3:1])[C:3](=[O:15])[CH2:4][N:5]([CH3:14])[CH2:6][CH2:7][CH:8]1[CH2:13][CH2:12][NH:11][CH2:10][CH2:9]1. Procedure: Of the crude N,N-dimethyl-2-[methyl-(2-pyridine-4-yl-ethyl)-amino]-acetamide, 44 g are dissolved in 500 ml of glacial acetic acid and hydrogenated with 4 g of PtO2 at ambient temperature under 3 bar H2. After the catalyst has been removed by suction filtering the filtrate is evaporated down. The residue is made alkaline with 50% potassium hydroxide solution while cooling with ice and the product obtained is taken up in ether. The ether solution is dried over sodium sulphate, filtered and the sol... Reactants: COC(=O)CCN(C(=O)c1cc(C)cc(OCCNc2ccncc2)c1)C(C)C, Cl, O=C(O)C(F)(F)F, [Na+], C1COCCO1, [OH-]. Product: O=C(O)C(F)(F)F, Cc1cc(OCCNc2ccncc2)cc(C(=O)N(CCC(=O)O)C(C)C)c1. As a reaction SMILES: [CH3:8][O:9][C:10]([CH2:11][CH2:12][N:13]([C:14]([c:15]1[cH:16][c:17]([CH3:31])[cH:18][c:19]([O:21][CH2:22][CH2:23][NH:24][c:25]2[cH:26][cH:27][n:28][cH:29][cH:30]2)[cH:20]1)=[O:32])[CH:33]([CH3:34])[CH3:35])=[O:36].[ClH:39].[F:1][C:2]([C:3](=[O:4])[OH:5])([F:6])[F:7].[Na+:38].[O:40]1[CH2:41][CH2:42][O:43][CH2:44][CH2:45]1.[OH-:37]>>[F:1][C:2]([C:3](=[O:4])[OH:5])([F:6])[F:7].[O:9]=[C:10]([CH2:11][CH2:12][N:13]([C:14]([c:15]1[cH:16][c:17]([CH3:31])[cH:18][c:19]([O:21][CH2:22][CH2:23][NH:24][c:25]2[cH:26][cH:27][n:28][cH:29][cH:30]2)[cH:20]1)=[O:32])[CH:33]([CH3:34])[CH3:35])[OH:36]. Starting materials: C(C)OC(=O)C1=NOC(=C1)C1=CC=C(C=C1)C(F)(F)F (5-(4-Trifluoromethyl-phenyl)-isoxazole-3-carboxylic acid ethyl ester), [BH4-].[Na+] (NaBH4). Run in C1CCOC1.CO (THF MeOH). The product is FC(C1=CC=C(C=C1)C1=CC(=NO1)CO)(F)F ([5-(4-Trifluoromethyl-phenyl)-isoxazol-3-yl]-methanol). Isolated yield 98.2%. As a reaction SMILES: C([O:3][C:4]([C:6]1[CH:10]=[C:9]([C:11]2[CH:16]=[CH:15][C:14]([C:17]([F:20])([F:19])[F:18])=[CH:13][CH:12]=2)[O:8][N:7]=1)=O)C.[BH4-].[Na+]>C1COCC1.CO>[F:20][C:17]([F:18])([F:19])[C:14]1[CH:13]=[CH:12][C:11]([C:9]2[O:8][N:7]=[C:6]([CH2:4][OH:3])[CH:10]=2)=[CH:16][CH:15]=1 |f:1.2,3.4|. Procedure details: A solution of 13A (14.1 g, 49.4 mmol) in 3:1 THF/MeOH, was treated with NaBH4 (5.6 g, 148 mmol) at ambient temperature. The reaction was then stired for 3H, followed by concentrating in vacuo to about 50 mL, quenching with 2 M HCl, extract 1×150 mL EtOAC, dry (Na2SO4) and concentrate in vacuo to give 11.8 g of the title compound pure enough for subsequent use. MS m/z 244 (M+1). Starting materials: C(C1=CC=CC=C1)N1C(=C(C2=CC(=CC=C12)C1=CC=C(OCC#N)C=C1)CC1=CC=CC=C1)C1=CC=CC=C1 ([4-(1,3-dibenzyl-2-phenyl-1H-indol-5-yl)-phenoxy]-acetonitrile), [N-]=[N+]=[N-].[Na+] (NaN3), [NH4+].[Cl-] (NH4Cl). The solvent is CN(C)C=O (DMF). Product: C(C1=CC=CC=C1)N1C(=C(C2=CC(=CC=C12)C1=CC=C(C=C1)OCC1=NN=NN1)CC1=CC=CC=C1)C1=CC=CC=C1 (1,3-Dibenzyl-2-phenyl-5-[4-(1H-tetrazol-5-ylmethoxy)-phenyl]-1H-indole), product. Yield: 75.4%. Reaction SMILES: [CH2:1]([N:8]1[C:16]2[C:11](=[CH:12][C:13]([C:17]3[CH:26]=[CH:25][C:20]([O:21][CH2:22][C:23]#[N:24])=[CH:19][CH:18]=3)=[CH:14][CH:15]=2)[C:10]([CH2:27][C:28]2[CH:33]=[CH:32][CH:31]=[CH:30][CH:29]=2)=[C:9]1[C:34]1[CH:39]=[CH:38][CH:37]=[CH:36][CH:35]=1)[C:2]1[CH:7]=[CH:6][CH:5]=[CH:4][CH:3]=1.[N-:40]=[N+:41]=[N-:42].[Na+].[NH4+].[Cl-]>CN(C=O)C>[CH2:1]([N:8]1[C:16]2[C:11](=[CH:12][C:13]([C:17]3[CH:26]=[CH:25][C:20]([O:21][CH2:22][C:23]4[NH:42][N:41]=[N:40][N:24]=4)=[CH:19][CH:18]=3)=[CH:14][CH:15]=2)[C:10]([CH2:27][C:28]2[CH:29]=[CH:30][CH:31]=[CH:32][CH:33]=2)=[C:9]1[C:34]1[CH:39]=[CH:38][CH:37]=[CH:36][CH:35]=1)[C:2]1[CH:3]=[CH:4][CH:5]=[CH:6][CH:7]=1 |f:1.2,3.4|. Procedure: The desired product was prepared using a procedure similar to step 6 of example 3. Thus, [4-(1,3-dibenzyl-2-phenyl-1H-indol-5-yl)-phenoxy]-acetonitrile (0.481 g, 0.953 mmol) was reacted with NaN3 (0.310 g, 4.766 mmol) and NH4Cl (0.255 g, 4.766 mmol) in DMF (5 ml) to give the product (0.394 g, 0.719 mmol, 75%) as an off-white solid, dec. 191-194° C. 1H NMR (DMSO-d6) δ 4.08 (s, 2H), 5.35 (s, 2H), 5.51 (s, 2H), 6.89 (d, J=7.2 Hz, 2H), 7.10-7.25 (m, 10H), 7.37 (dd, J=1.7 Hz, 8.5 Hz, 1H), 7.40-7.54 (...